From a dataset of the Open Reaction Database (ORD), a public repository of structured organic reaction records. describe an organic reaction: reactants, conditions, products, and yield Starting materials: C1(CCCC2=CC=CC=C12)C(=O)O (1,2,3,4-tetrahydronaphthalene-1-carboxylic acid), C(C)N1N=C(C(=C1C)CNC1=CC=C(C=C1)C(C)C)C ([(1-ethyl-3,5-dimethylpyrazol-4-yl)methyl](4-isopropylphenyl)amine). Product: C(C)N1N=C(C(=C1C)CN(C(=O)C1CCCC2=CC=CC=C12)C1=CC=C(C=C1)C(C)C)C (N-[(1-ethyl-3,5-dimethylpyrazol-4-yl)methyl]-N-(4-isopropylphenyl)-1,2,3,4-tetrahydronaphthalene-1-carboxamide). Yield: 30.1%. Reaction SMILES: [CH:1]1([C:11]([OH:13])=O)[C:10]2[C:5](=[CH:6][CH:7]=[CH:8][CH:9]=2)[CH2:4][CH2:3][CH2:2]1.[CH2:14]([N:16]1[C:20]([CH3:21])=[C:19]([CH2:22][NH:23][C:24]2[CH:29]=[CH:28][C:27]([CH:30]([CH3:32])[CH3:31])=[CH:26][CH:25]=2)[C:18]([CH3:33])=[N:17]1)[CH3:15]>>[CH2:14]([N:16]1[C:20]([CH3:21])=[C:19]([CH2:22][N:23]([C:24]2[CH:25]=[CH:26][C:27]([CH:30]([CH3:32])[CH3:31])=[CH:28][CH:29]=2)[C:11]([CH:1]2[C:10]3[C:5](=[CH:6][CH:7]=[CH:8][CH:9]=3)[CH2:4][CH2:3][CH2:2]2)=[O:13])[C:18]([CH3:33])=[N:17]1)[CH3:15]. Reported procedure: By the reaction and treatment in the same manner as in Example 4 using 1,2,3,4-tetrahydronaphthalene-1-carboxylic acid (0.5 g) and [(1-ethyl-3,5-dimethylpyrazol-4-yl)methyl](4-isopropylphenyl)amine (0.65 g) as starting materials, N-[(1-ethyl-3,5-dimethylpyrazol-4-yl)methyl]-N-(4-isopropylphenyl)-1,2,3,4-tetrahydronaphthalene-1-carboxamide (0.31 g) was obtained. Oxalic acid was added to this compound. By recrystallization from ethyl acetate, N-[(1-ethyl-3,5-dimethylpyrazol-4-yl)methyl]-N-(4-isopr... Run at time 16 hour. Product: FC([C@@H]1[C@@H]2[C@H]3CCCC=C3CC[C@H]2[C@@H]2CC[C@]([C@@]2(C)C1)(C#CC)O)F (11β-Difluoromethyl-17β-hydroxy-17α-propynylestr-4-ene). Run in C1CCOC1 (THF). Starting materials: C(C)OCC (Diethyl ether), [Cl-].[NH4+] (ammonium chloride), FC([C@@H]1[C@@H]2[C@H]3CCCC=C3CC[C@H]2[C@@H]2CCC([C@@]2(C)C1)=O)F (11β-difluoromethylestr-4-en-17-one), C(#CC)[Mg]Br (propynyl magnesium bromide). Reported procedure: A mixture of 11β-difluoromethylestr-4-en-17-one (XII, Example 14, 0.9 g) in propynyl magnesium bromide (0.5M, 10 ml) and THF is kept at 20°-25° for 16 hours. Diethyl ether and aqueous ammonium chloride are added and the diethyl ether phase is separated and washed with water and concentrated to a solid. The solid is purified by chromatography through silica gel using ethyl acetate/hexane (20/80) as the irrigant. The appropriate fractions are pooled and concentrated to give the title compound, IR ... RXN SMILES: [F:1][CH:2]([F:22])[C@H:3]1[CH2:20][C@@:18]2([CH3:19])[C@@H:14]([CH2:15][CH2:16][C:17]2=[O:21])[C@H:13]2[C@H:4]1[C@@H:5]1[C:10]([CH2:11][CH2:12]2)=[CH:9][CH2:8][CH2:7][CH2:6]1.C(OCC)C.[Cl-].[NH4+].[C:30]([Mg]Br)#[C:31][CH3:32]>C1COCC1>[F:1][CH:2]([F:22])[C@H:3]1[CH2:20][C@@:18]2([CH3:19])[C@@H:14]([CH2:15][CH2:16][C@@:17]2([OH:21])[C:30]#[C:31][CH3:32])[C@H:13]2[C@H:4]1[C@@H:5]1[C:10]([CH2:11][CH2:12]2)=[CH:9][CH2:8][CH2:7][CH2:6]1 |f:2.3|.